Dataset: the Open Reaction Database (ORD), a public repository of structured organic reaction records. Task: describe an organic reaction: reactants, conditions, products, and yield Starting materials: NC1=CC(=CC2=CC=C(C=C12)OC)C1=NC(=NC=C1)NC (4-(4-amino-6-methoxynaphthalen-2-yl)-N-methylpyrimidin-2-amine), O=C1CN(CCC1)C(=O)OC(C)(C)C (tert-butyl 3-oxopiperidine-1-carboxylate), C21H25N5O. Yields the product COC=1C=C2C(=CC(=CC2=CC1)C1=NC(=NC=C1)NC)NC1CNCCC1 (4-(6-methoxy-4-(piperidin-3-ylamino)naphthalen-2-yl)-N-methylpyrimidin-2-amine). As a reaction SMILES: [NH2:1][C:2]1[C:11]2[C:6](=[CH:7][CH:8]=[C:9]([O:12][CH3:13])[CH:10]=2)[CH:5]=[C:4]([C:14]2[CH:19]=[CH:18][N:17]=[C:16]([NH:20][CH3:21])[N:15]=2)[CH:3]=1.O=[C:23]1[CH2:28][CH2:27][CH2:26][N:25](C(OC(C)(C)C)=O)[CH2:24]1>>[CH3:13][O:12][C:9]1[CH:10]=[C:11]2[C:6](=[CH:7][CH:8]=1)[CH:5]=[C:4]([C:14]1[CH:19]=[CH:18][N:17]=[C:16]([NH:20][CH3:21])[N:15]=1)[CH:3]=[C:2]2[NH:1][CH:23]1[CH2:28][CH2:27][CH2:26][NH:25][CH2:24]1. Reported procedure: 4-(6-methoxy-4-(piperidin-3-ylamino)naphthalen-2-yl)-N-methylpyrimidin-2-amine 152 was synthesized according to General Procedure E except compound 33 was used a starting material and replacing tert-butyl 4-oxopiperidine-1-carboxylate with tert-butyl 3-oxopiperidine-1-carboxylate. 1H NMR (DMSO) 400 MHz δ 9.64 (bs, 1H), 9.42 (bs, 1H), 8.42 (d, J=6.0 Hz, 1H), 8.20 (s, 1H), 7.92 (d, J=8.8 Hz, 1H), 7.81-7.70 (m, 2H), 7.47 (bs, 1H), 7.24 (dd, JA=8.8 Hz, JB=2.0 Hz, 1H), 4.24-4.16 (m, 1H), 3.98 (s, 3H)... The reactants are OC(C)C1=C(N)C=CC=C1 (2-(1-hydroxyethyl)aniline), C(CCC)(=O)C(C(=O)OCC)=COCC (ethyl 2-butyryl-3-ethoxyacrylate). Product: C(CCC)(=O)C(C(=O)OCC)=CNC1=C(C=CC=C1)C(C)O (ethyl 2-butyryl-3-(2-(1-hydroxyethyl)-phenylamino)acrylate). Isolated yield 96.8%. As a reaction SMILES: [OH:1][CH:2]([C:4]1[CH:10]=[CH:9][CH:8]=[CH:7][C:5]=1[NH2:6])[CH3:3].[C:11]([C:16](=[CH:22]OCC)[C:17]([O:19][CH2:20][CH3:21])=[O:18])(=[O:15])[CH2:12][CH2:13][CH3:14]>>[C:11]([C:16](=[CH:22][NH:6][C:5]1[CH:7]=[CH:8][CH:9]=[CH:10][C:4]=1[CH:2]([OH:1])[CH3:3])[C:17]([O:19][CH2:20][CH3:21])=[O:18])(=[O:15])[CH2:12][CH2:13][CH3:14]. Procedure: 2-(1-hydroxyethyl)aniline (30 g, 0.32 mol) and ethyl 2-butyryl-3-ethoxyacrylate (47.3 g, 0.22 mol) were heated together on a rotary evaporator (bath temperature 100° C.) for 1 hour to give ethyl 2-butyryl-3-(2-(1-hydroxyethyl)-phenylamino)acrylate as an oil (65 g, 96%). Starting materials: CN1CCOCC1 (N-methylmorpholine), ON1N=NC2=C1C=CC=C2 (1-hydroxybenzotriazole), CCN=C=NCCCN(C)C (EDCI), BrC=1C=C(C(=NC1)NC=1SC=C(N1)CC(C(=O)O)(C)OC)OC1=CC=CC=C1 (3-(2-(5-bromo-3-phenoxypyridin-2-ylamino)thiazol-4-yl)-2-methoxy-2-methylpropanoic acid), N1CCCC1 (pyrrolidine). Solvent: CN(C)C=O (DMF), C(Cl)Cl (CH2Cl2), C(Cl)Cl (CH2Cl2). Run at temperature 0 celsius, time 30 minute. The product is BrC=1C=C(C(=NC1)NC=1SC=C(N1)CC(C(=O)N1CCCC1)(C)OC)OC1=CC=CC=C1 (3-(2-(5-brom-3-phenoxypyridin-2-ylamino)thiazol-4-yl)-2-methoxy-2-methyl-1-(pyrrolidin-1-yl)propan-1-one). Isolated yield 81.6%. Reaction SMILES: [Br:1][C:2]1[CH:3]=[C:4]([O:22][C:23]2[CH:28]=[CH:27][CH:26]=[CH:25][CH:24]=2)[C:5]([NH:8][C:9]2[S:10][CH:11]=[C:12]([CH2:14][C:15]([O:20][CH3:21])([CH3:19])[C:16](O)=[O:17])[N:13]=2)=[N:6][CH:7]=1.C[N:30]1[CH2:35][CH2:34]O[CH2:32][CH2:31]1.ON1C2C=CC=CC=2N=N1.CCN=C=NCCCN(C)C.N1CCCC1>C(Cl)Cl.CN(C=O)C>[Br:1][C:2]1[CH:3]=[C:4]([O:22][C:23]2[CH:28]=[CH:27][CH:26]=[CH:25][CH:24]=2)[C:5]([NH:8][C:9]2[S:10][CH:11]=[C:12]([CH2:14][C:15]([O:20][CH3:21])([CH3:19])[C:16]([N:30]3[CH2:35][CH2:34][CH2:32][CH2:31]3)=[O:17])[N:13]=2)=[N:6][CH:7]=1. Procedure details: In a 20 mL scintillation vial, 3-(2-(5-bromo-3-phenoxypyridin-2-ylamino)thiazol-4-yl)-2-methoxy-2-methylpropanoic acid (0.087 g, 0.187 mmol) was dissolved in CH2Cl2 (5 mL) and DMF (2 mL) and N-methylmorpholine (0.031 mL, 0.281 mmol), followed by addition of 1-hydroxybenzotriazole. The mixture was cooled to 0° C. and EDCI (0.0467 g, 0.244 mmol) was added. The resulting mixture was agitated for 30 minutes and pyrrolidine (0.020 g, 0.28 mmol) was added. The mixture was then agitated overnight, dilu... Reactants: C(C1=CC=CC=C1)C1=CC(=CO1)CO (5-benzyl-3-furyl-methanol), C1(CCCCC1)N=C=NC1CCCCC1 (dicyclohexylcarbodiimide), CC1([C@@H]([C@@H]1C=C=C)C(=O)O)C ((1R,cis)2,2-dimethyl-3-(1,2-propadienyl)-cyclopropane carboxylic acid). The reagents and catalysts are CN(C1=CC=NC=C1)C (4-dimethylaminopyridine). The solvent is C(Cl)Cl (methylene chloride), C(Cl)Cl (methylene chloride). Run at temperature 0 celsius, time 15 minute. Product: CC1([C@@H]([C@@H]1C=C=C)C(=O)OCC1=COC(=C1)CC1=CC=CC=C1)C (5-benzyl-3-furyl-methyl (1R,cis)2,2-dimethyl-3-(1,2-propadienyl)-cyclopropane-carboxylate). Isolated yield 84.5%. Reaction SMILES: C1(N=C=NC2CCCCC2)CCCCC1.[CH3:16][C:17]1([CH3:26])[C@@H:19]([CH:20]=[C:21]=[CH2:22])[C@H:18]1[C:23]([OH:25])=[O:24].[CH2:27]([C:34]1[O:38][CH:37]=[C:36]([CH2:39]O)[CH:35]=1)[C:28]1[CH:33]=[CH:32][CH:31]=[CH:30][CH:29]=1>C(Cl)Cl.CN(C)C1C=CN=CC=1>[CH3:16][C:17]1([CH3:26])[C@@H:19]([CH:20]=[C:21]=[CH2:22])[C@H:18]1[C:23]([O:25][CH2:39][C:36]1[CH:35]=[C:34]([CH2:27][C:28]2[CH:33]=[CH:32][CH:31]=[CH:30][CH:29]=2)[O:38][CH:37]=1)=[O:24]. Reported procedure: 4.06 g of dicyclohexylcarbodiimide were added at 0° C. to a solution of 1.52 g of (1R,cis)2,2-dimethyl-3-(1,2-propadienyl)-cyclopropane carboxylic acid in 40 ml of methylene chloride followed by addition of a few crystals of 4-dimethylaminopyridine and stirring at 0° C. for 15 minutes. A solution of 2.07 g of 5-benzyl-3-furyl-methanol in 10 ml of methylene chloride were added at 0° C. to the mixture which was stirred at 20° C. for 4 hours and was then filtered. The filtrate was evaporated to dry... Reactants: CC(COC1=C(C=CC=C1)NC(=N)N)C (N-[2-(2-methylpropoxy)phenyl]guanidine), C(C)OC=C(C(=O)OCC)C(=O)OCC (diethyl ethoxymethylenemalonate). Solvent: denatured alcohol. Reaction conditions: time 3 hour. The product is CC(COC1=C(NC=2NC(C(=CN2)C(=O)OCC)=O)C=CC=C1)C (ethyl 1,6-dihydro-2-[2-(2-methylpropoxy)anilino]-6-oxo-5-pyrimidinecarboxylate). Yield: 66.1%. RXN SMILES: [CH3:1][CH:2]([CH3:15])[CH2:3][O:4][C:5]1[CH:10]=[CH:9][CH:8]=[CH:7][C:6]=1[NH:11][C:12]([NH2:14])=[NH:13].C([O:18][CH:19]=[C:20]([C:26](OCC)=O)[C:21]([O:23][CH2:24][CH3:25])=[O:22])C>>[CH3:1][CH:2]([CH3:15])[CH2:3][O:4][C:5]1[CH:10]=[CH:9][CH:8]=[CH:7][C:6]=1[NH:11][C:12]1[NH:14][C:19](=[O:18])[C:20]([C:21]([O:23][CH2:24][CH3:25])=[O:22])=[CH:26][N:13]=1. Reported procedure: To a solution of N-[2-(2-methylpropoxy)phenyl]guanidine (89 g) in denatured alcohol (300 ml) is added dropwise diethyl ethoxymethylenemalonate (93 g), and the mixture is refluxed with stirring for 3 hours. After cooling, the precipitate is collected by filtration, washed with denatured alcohol and petroleum ether and dried to give ethyl 1,6-dihydro-2-[2-(2-methylpropoxy)anilino]-6-oxo-5-pyrimidinecarboxylate (94 g). M.p. 188°-190° C. Product: COC1=CC=C(CN[C@@H](CO)C(=O)O)C=C1 (N-(4-Methoxybenzyl)serine), solid. Procedure: The title compound was prepared from serine (29.6 g, 0.3 mmol) and p-methoxybenzaldehyde (68.0 mL, 0.6 mmol) according to Method W and was obtained as a white solid (36.2 g, 59%) that was used crude. δH (DMSO-d6) 7.37 (2H, dd, J 8.7 and 1.9 Hz), 6.93 (2H, dd, J 8.7 and 1.9 Hz), 3.99 (2H, s), 3.55 (3H, s), 3.73 (3H, m), 3.15 (1H, t, J 4.7 Hz). Not all exchangeable protons were observed. Yield: 59.0%. The reactants are N[C@@H](CO)C(=O)O (serine), COC1=CC=C(C=O)C=C1 (p-methoxybenzaldehyde). As a reaction SMILES: [NH2:1][C@H:2]([C:5]([OH:7])=[O:6])[CH2:3][OH:4].[CH3:8][O:9][C:10]1[CH:17]=[CH:16][C:13]([CH:14]=O)=[CH:12][CH:11]=1>>[CH3:8][O:9][C:10]1[CH:17]=[CH:16][C:13]([CH2:14][NH:1][C@H:2]([C:5]([OH:7])=[O:6])[CH2:3][OH:4])=[CH:12][CH:11]=1. Reactants: CCCO, CO, CCO, CC(C)O, O=[N+]([O-])CC12CCCN1CCC2, O. Product: NCC12CCCN1CCC2. Reaction SMILES: [CH2:18]([OH:19])[CH2:20][CH3:21].[CH3:13][OH:14].[CH3:15][CH2:16][OH:17].[CH:23]([OH:24])([CH3:25])[CH3:26].[N+:1]([O-:2])(=[O:3])[CH2:4][C:5]12[CH2:6][CH2:7][CH2:8][N:9]1[CH2:10][CH2:11][CH2:12]2.[OH2:22]>>[NH2:1][CH2:4][C:5]12[CH2:6][CH2:7][CH2:8][N:9]1[CH2:10][CH2:11][CH2:12]2. The reactants are BrCCCBr, N#CCc1ccc(Br)cc1F, CS(C)=O, CCOCC, [Cl-], ClCCl, [H-], [NH4+], [Na+]. Product: N#CC1(c2ccc(Br)cc2F)CCC1. Reaction SMILES: [Br:3][CH2:4][CH2:5][CH2:6][Br:7].[Br:8][c:9]1[cH:10][c:11]([F:18])[c:12]([CH2:15][C:16]#[N:17])[cH:13][cH:14]1.[CH3:21][S:22]([CH3:23])=[O:24].[CH3:25][CH2:26][O:27][CH2:28][CH3:29].[Cl-:19].[Cl:30][CH2:31][Cl:32].[H-:2].[NH4+:20].[Na+:1]>>[CH2:4]1[CH2:5][CH2:6][C:15]1([c:12]1[c:11]([F:18])[cH:10][c:9]([Br:8])[cH:14][cH:13]1)[C:16]#[N:17].